Dataset: the Open Reaction Database (ORD), a public repository of structured organic reaction records. Task: describe an organic reaction: reactants, conditions, products, and yield Reactants: SCC(CO)O (3-mercapto-1,2-propanediol), N1C=NC=C1 (imidazole), [Si](C1=CC=CC=C1)(C1=CC=CC=C1)(C(C)(C)C)Cl (t-butyldiphenylsilyl chloride). Run in CN(C=O)C (dimethylformamide). Run at time 18 hour. The product is [Si](C1=CC=CC=C1)(C1=CC=CC=C1)(C(C)(C)C)OCC(CS)O (1-t-butyldiphenylsilyloxy-3-mercapto-2-propanol). Yield: 88.1%. As a reaction SMILES: [SH:1][CH2:2][CH:3]([OH:6])[CH2:4][OH:5].N1C=CN=C1.[Si:12](Cl)([C:25]([CH3:28])([CH3:27])[CH3:26])([C:19]1[CH:24]=[CH:23][CH:22]=[CH:21][CH:20]=1)[C:13]1[CH:18]=[CH:17][CH:16]=[CH:15][CH:14]=1>CN(C)C=O>[Si:12]([O:5][CH2:4][CH:3]([OH:6])[CH2:2][SH:1])([C:25]([CH3:28])([CH3:27])[CH3:26])([C:19]1[CH:20]=[CH:21][CH:22]=[CH:23][CH:24]=1)[C:13]1[CH:18]=[CH:17][CH:16]=[CH:15][CH:14]=1. Procedure: To a solution of 3-mercapto-1,2-propanediol (5.00 g, 46.23 mmol) and imidazole (3.78 g, 55.47 mmol) in dimethylformamide (30 mL) was added t-butyldiphenylsilyl chloride (12.71 g, 46.23 mmol) at room temperature. After stirring for 18 h the reaction was quenched by the addition of saturated sodium bicarbonate and the mixture was extracted with ether (3X). The combined ether extracts were washed with water (2X), brine, dried and concentrated to give a yellow oil. The crude material was purified by... Reactants: CC=1C(=CC(=NC1)CSC=1NC2=CC=CC=C2C1)N1CCCCC1 (2-[(5-methyl-4-piperidino-2-pyridyl)methylthio]indole), ClC1=CC(=CC=C1)C(=O)OO (m-chloroperbenzoic acid). The solvent is C(Cl)(Cl)Cl (chloroform), C(Cl)(Cl)Cl (chloroform). Reaction conditions: time 30 minute. The product is CC=1C(=CC(=NC1)CS(=O)C=1NC2=CC=CC=C2C1)N1CCCCC1 (2-[(5-methyl-4-piperidino-2-pyridyl)methylsulfinyl]indole). Yield: 80.2%. RXN SMILES: [CH3:1][C:2]1[C:3]([N:19]2[CH2:24][CH2:23][CH2:22][CH2:21][CH2:20]2)=[CH:4][C:5]([CH2:8][S:9][C:10]2[NH:11][C:12]3[C:17]([CH:18]=2)=[CH:16][CH:15]=[CH:14][CH:13]=3)=[N:6][CH:7]=1.ClC1C=CC=C(C(OO)=[O:33])C=1>C(Cl)(Cl)Cl>[CH3:1][C:2]1[C:3]([N:19]2[CH2:24][CH2:23][CH2:22][CH2:21][CH2:20]2)=[CH:4][C:5]([CH2:8][S:9]([C:10]2[NH:11][C:12]3[C:17]([CH:18]=2)=[CH:16][CH:15]=[CH:14][CH:13]=3)=[O:33])=[N:6][CH:7]=1. Procedure details: To a solution of 2-[(5-methyl-4-piperidino-2-pyridyl)methylthio]indole (80 mg, 0.24 mmol) in chloroform (2.4 ml) was added m-chloroperbenzoic acid (60 mg, 0.35 mmol) under ice-cooling, and the mixture was stirred at that temperature for further 30 minutes. The reaction solution was diluted with chloroform (10 ml) and then washed with a 1% aqueous sodium hydrogen carbonate solution (2.5 ml) and then with a saturated aqueous sodium chloride solution (1 ml). The resulting chloroform layer was dried... As a reaction SMILES: [C:1]([O:2][C:3](=[O:4])[NH:7][c:8]1[cH:9][cH:10][c:11]([O:14][c:15]2[c:16]([NH:30][c:31]3[c:32]4[c:33]([n:34][cH:35][n:36]3)[n:37][c:38]([CH:41]([CH3:42])[CH3:43])[cH:39][cH:40]4)[cH:17][c:18]([NH:21][C:22](=[O:23])[c:24]3[s:25][c:26]([Br:29])[cH:27][cH:28]3)[cH:19][cH:20]2)[cH:12][cH:13]1)([CH3:5])([CH3:6])[CH3:44].[Cl:52][CH2:53][Cl:54].[F:45][C:46]([F:47])([F:48])[C:49]([OH:50])=[O:51]>>[NH2:7][c:8]1[cH:9][cH:10][c:11]([O:14][c:15]2[c:16]([NH:30][c:31]3[c:32]4[c:33]([n:34][cH:35][n:36]3)[n:37][c:38]([CH:41]([CH3:42])[CH3:43])[cH:39][cH:40]4)[cH:17][c:18]([NH:21][C:22](=[O:23])[c:24]3[s:25][c:26]([Br:29])[cH:27][cH:28]3)[cH:19][cH:20]2)[cH:12][cH:13]1. Starting materials: CC(C)c1ccc2c(Nc3cc(NC(=O)c4ccc(Br)s4)ccc3Oc3ccc(NC(=O)OC(C)(C)C)cc3)ncnc2n1, ClCCl, O=C(O)C(F)(F)F. Product: CC(C)c1ccc2c(Nc3cc(NC(=O)c4ccc(Br)s4)ccc3Oc3ccc(N)cc3)ncnc2n1.